Dataset: the Open Reaction Database (ORD), a public repository of structured organic reaction records. Task: describe an organic reaction: reactants, conditions, products, and yield The reactants are CC(=O)OI1(C2=CC=CC=C2C(=O)O1)(OC(=O)C)OC(=O)C (1,1-dihydro-1,1,1-triacetoxy-1,2-benziodoxol-3(1H)-one), FC1=CC=C(C=C1)C1=C2C(CC(OC2=CC(=C1C(C1=CC=C(C=C1)OC(F)(F)F)O)C(C)C)(C)C)=O (rac-5-(4-Fluorophenyl)-6-{hydroxy[4-(trifluoromethoxy)phenyl]methyl}-7-isopropyl-2,2-dimethyl-2,3-dihydro-4H-chromen-4-one). Solvent: ClCCl (dichloromethane), ClCCl (dichloromethane). Run at time 4 hour. Product: FC1=CC=C(C=C1)C1=C2C(CC(OC2=CC(=C1C(C1=CC=C(C=C1)OC(F)(F)F)=O)C(C)C)(C)C)=O (5-(4-Fluorophenyl)-7-isopropyl-2,2-dimethyl-6-[4-(trifluoromethoxy)benzoyl]-2,3-dihydro-4H-chromen-4-one). As a reaction SMILES: CC(OI1(OC(C)=O)(OC(C)=O)OC(=O)C2C1=CC=CC=2)=O.[F:23][C:24]1[CH:29]=[CH:28][C:27]([C:30]2[C:39]([CH:40]([OH:52])[C:41]3[CH:46]=[CH:45][C:44]([O:47][C:48]([F:51])([F:50])[F:49])=[CH:43][CH:42]=3)=[C:38]([CH:53]([CH3:55])[CH3:54])[CH:37]=[C:36]3[C:31]=2[C:32](=[O:58])[CH2:33][C:34]([CH3:57])([CH3:56])[O:35]3)=[CH:26][CH:25]=1>ClCCl>[F:23][C:24]1[CH:29]=[CH:28][C:27]([C:30]2[C:39]([C:40](=[O:52])[C:41]3[CH:42]=[CH:43][C:44]([O:47][C:48]([F:50])([F:51])[F:49])=[CH:45][CH:46]=3)=[C:38]([CH:53]([CH3:54])[CH3:55])[CH:37]=[C:36]3[C:31]=2[C:32](=[O:58])[CH2:33][C:34]([CH3:56])([CH3:57])[O:35]3)=[CH:26][CH:25]=1. Procedure: At 0° C., 185 mg (439 μmol) of 1,1-dihydro-1,1,1-triacetoxy-1,2-benziodoxol-3(1H)-one are added to a solution of 110 mg (220 μmol) of 5-(4-fluorophenyl)-6-{hydroxy[4-(trifluoromethoxy)-phenyl]methyl}-7-isopropyl-2,2-dimethyl-2,3-dihydro-4H-chromen-4-one (Example 24A) in 4.5 ml of dichloromethane, and the mixture is stirred at this temperature for 4 h. The mixture is then diluted with dichloromethane and washed three times with 1 M aqueous sodium hydroxide solution. The organic phase is dried ove... Starting materials: CNC(=O)c1ccc(OC)cc1Cc1ccccc1, C1CCOC1, [Li]CCCC, CCOC=O. Yields the product CNC(=O)c1ccc(OC)cc1C(C=O)c1ccccc1. As a reaction SMILES: [CH2:1]([c:2]1[cH:3][cH:4][cH:5][cH:6][cH:7]1)[c:8]1[c:9]([C:10](=[O:11])[NH:12][CH3:13])[cH:14][cH:15][c:16]([O:18][CH3:19])[cH:17]1.[CH2:30]1[O:31][CH2:32][CH2:33][CH2:34]1.[CH3:20][CH2:21][CH2:22][CH2:23][Li:24].[CH:25](=[O:26])[O:27][CH2:28][CH3:29]>>[CH:1]([c:2]1[cH:3][cH:4][cH:5][cH:6][cH:7]1)([c:8]1[c:9]([C:10](=[O:11])[NH:12][CH3:13])[cH:14][cH:15][c:16]([O:18][CH3:19])[cH:17]1)[CH:25]=[O:26]. Reactants: O=C([O-])[O-], CC(C)(C)P(C(C)(C)C)C(C)(C)C, C1COCCO1, Cc1nc2cccc(Cl)c2c(=O)n1-c1ccc(OCCCN2CCCCC2)cc1, [Cs+], [Cs+], O, OB(O)Oc1ccccc1. Yields the product Cc1nc2cccc(-c3ccccc3)c2c(=O)n1-c1ccc(OCCCN2CCCCC2)cc1. As a reaction SMILES: [C:40](=[O:41])([O-:42])[O-:43].[C:46]([P:47]([C:48]([CH3:49])([CH3:50])[CH3:51])[C:52]([CH3:53])([CH3:54])[CH3:55])([CH3:56])([CH3:57])[CH3:58].[CH2:59]1[O:60][CH2:61][CH2:62][O:63][CH2:64]1.[Cl:1][c:2]1[c:3]2[c:4](=[O:29])[n:5](-[c:13]3[cH:14][cH:15][c:16]([O:19][CH2:20][CH2:21][CH2:22][N:23]4[CH2:24][CH2:25][CH2:26][CH2:27][CH2:28]4)[cH:17][cH:18]3)[c:6]([CH3:12])[n:7][c:8]2[cH:9][cH:10][cH:11]1.[Cs+:44].[Cs+:45].[OH2:65].[c:30]1([O:36][B:37]([OH:38])[OH:39])[cH:31][cH:32][cH:33][cH:34][cH:35]1>>[c:2]1(-[c:30]2[cH:31][cH:32][cH:33][cH:34][cH:35]2)[c:3]2[c:4](=[O:29])[n:5](-[c:13]3[cH:14][cH:15][c:16]([O:19][CH2:20][CH2:21][CH2:22][N:23]4[CH2:24][CH2:25][CH2:26][CH2:27][CH2:28]4)[cH:17][cH:18]3)[c:6]([CH3:12])[n:7][c:8]2[cH:9][cH:10][cH:11]1. Procedure: The ester is dissolved in water (300 ml) containing concentrated HCL (11 ml) with the aid of heat. The solution is cooled to 3°, stirred and treated dropwise with a solution of sodium nitrite (2.84 g) in water (15 ml) over a 30 minute period. The resulting diazonium solution is then added dropwise over a 1 hour period to boiling water (800 ml) containing concentrated sulfuric acid (13 ml), and then stirred for 30 minutes and cooled. The precipitate is collected by filtration and heated in 10% aq... Starting materials: COC(C(C1=CC=2CC3=CC(=CC=C3C2C=C1)N)C)=O (7-amino-α-methylfluorene-2-acetic acid methyl ester), O (water). Product: OC1=CC=C2C=3C=CC(=CC3CC2=C1)C(C(=O)O)C (7-Hydroxy-α-methylfluorene-2-acetic acid). RXN SMILES: C[O:2][C:3](=[O:20])[CH:4]([CH3:19])[C:5]1[CH:17]=[CH:16][C:15]2[C:14]3[C:9](=[CH:10][C:11](N)=[CH:12][CH:13]=3)[CH2:8][C:7]=2[CH:6]=1.[OH2:21]>>[OH:21][C:12]1[CH:13]=[C:14]2[C:9]([C:8]3[CH:16]=[CH:17][C:5]([CH:4]([CH3:19])[C:3]([OH:2])=[O:20])=[CH:6][C:7]=3[CH2:15]2)=[CH:10][CH:11]=1. Starting materials: CN, CC#N, CC(C)(Nc1nccn(-c2cc(C(=O)NC3CC3)ccc2Cl)c1=O)c1ccccc1OCCCl. The product is CNCCOc1ccccc1C(C)(C)Nc1nccn(-c2cc(C(=O)NC3CC3)ccc2Cl)c1=O. RXN SMILES: [CH3:35][NH2:36].[CH3:37][C:38]#[N:39].[Cl:1][c:2]1[c:3](-[n:14]2[c:15](=[O:34])[c:16]([NH:20][C:21]([CH3:22])([CH3:23])[c:24]3[c:25]([O:30][CH2:31][CH2:32][Cl:33])[cH:26][cH:27][cH:28][cH:29]3)[n:17][cH:18][cH:19]2)[cH:4][c:5]([C:6](=[O:7])[NH:8][CH:9]2[CH2:10][CH2:11]2)[cH:12][cH:13]1>>[Cl:1][c:2]1[c:3](-[n:14]2[c:15](=[O:34])[c:16]([NH:20][C:21]([CH3:22])([CH3:23])[c:24]3[c:25]([O:30][CH2:31][CH2:32][NH:36][CH3:35])[cH:26][cH:27][cH:28][cH:29]3)[n:17][cH:18][cH:19]2)[cH:4][c:5]([C:6](=[O:7])[NH:8][CH:9]2[CH2:10][CH2:11]2)[cH:12][cH:13]1. Starting materials: ClC1=CC=C(CN2C(C3=CC=C(C=C3C2=O)C(=O)O)=O)C=C1 (2-(4-chloro-benzyl)-1,3-dioxo-2,3-dihydro-1H-isoindol-5-carboxylic acid), N1(CCCC1)CCN (2-pyrrolidin-1-yl-ethylamine). The product is [Cl-].ClC1=CC=C(CN2C(C3=CC=C(C=C3C2=O)C(=O)NCC[NH+]2CCCC2)=O)C=C1 (1-(2-{[2-(4-chloro-benzyl)-1,3-dioxo-2,3-dihydro-1H-isoindol-5-carbonyl]-amino}-ethyl)-pyrrolidinium chloride). RXN SMILES: [Cl:1][C:2]1[CH:22]=[CH:21][C:5]([CH2:6][N:7]2[C:15](=[O:16])[C:14]3[C:9](=[CH:10][CH:11]=[C:12]([C:17](O)=[O:18])[CH:13]=3)[C:8]2=[O:20])=[CH:4][CH:3]=1.[N:23]1([CH2:28][CH2:29][NH2:30])[CH2:27][CH2:26][CH2:25][CH2:24]1>>[Cl-:1].[Cl:1][C:2]1[CH:3]=[CH:4][C:5]([CH2:6][N:7]2[C:15](=[O:16])[C:14]3[C:9](=[CH:10][CH:11]=[C:12]([C:17]([NH:30][CH2:29][CH2:28][NH+:23]4[CH2:27][CH2:26][CH2:25][CH2:24]4)=[O:18])[CH:13]=3)[C:8]2=[O:20])=[CH:21][CH:22]=1 |f:2.3|. Reported procedure: 2-(4-chloro-benzyl)-1,3-dioxo-2,3-dihydro-1H-isoindol-5-carboxylic acid (100 mg, 0.316 mmol) and 2-pyrrolidin-1-yl-ethylamine (100 μL, 0.792 mmol) were reacted with each other. Target compound in the amount of 106 mg (75%) was obtained by following the procedure described in Example 1. Reactants: OC1=CC=C(C=C1)C=1OC2=C(C(C1O)=O)C=C(C=C2)NC(C)=O (2-(4-hydroxyphenyl)-3-hydroxy-6-acetamido-4H-1-benzopyran-4-one). The solvent is C(Cl)(Cl)Cl.CO (Chloroform Methanol). Yields the product OC1=CC=C(C=C1)C=1OC2=C(C(C1OCC1=CC=CC=C1)=O)C=C(C=C2)NC(C)=O (2-(4-hydroxyphenyl)-3-benzyloxy-6-acetamido-4H-1-benzopyran-4-one). The yield is 84.0%. RXN SMILES: [OH:1][C:2]1[CH:7]=[CH:6][C:5]([C:8]2[O:9][C:10]3[CH:19]=[CH:18][C:17]([NH:20][C:21](=[O:23])[CH3:22])=[CH:16][C:11]=3[C:12](=[O:15])[C:13]=2[OH:14])=[CH:4][CH:3]=1>C(Cl)(Cl)Cl.CO>[OH:1][C:2]1[CH:3]=[CH:4][C:5]([C:8]2[O:9][C:10]3[CH:19]=[CH:18][C:17]([NH:20][C:21](=[O:23])[CH3:22])=[CH:16][C:11]=3[C:12](=[O:15])[C:13]=2[O:14][CH2:8][C:5]2[CH:6]=[CH:7][CH:2]=[CH:3][CH:4]=2)=[CH:6][CH:7]=1 |f:1.2|. Procedure: Prepared analogously to Example 5d, starting from 2-(4-hydroxyphenyl)-3-hydroxy-6-acetamido-4H-1-benzopyran-4-one. Yield: 84%; Rf (9/1 Chloroform/Methanol): 0.59, 1H-NMR (d6-DMSO): 10.38 (s broad, 1H), 8.40 (d, 1H), 8.1-7.9 (m, 3H), 7.70 (d, 1H); 7.55-7.25 (m, 10H); 7.17 (d, 2H); 5.22 (s, 2H), 5.07 (s, 2H); 2.11 (s, 3H). Starting materials: N1C=CC2=CC=C(C=C12)C(=O)N1CCOCC1 ((1H-Indol-6-yl)(morpholino)methanone), C1(=CC=CC=C1)C=1N=C(N=NC1)C(=O)OCC (ethyl 5-phenyl-1,2,4-triazine-3-carboxylate), COCCOCCOC (1-methoxy-2-(2-methoxyethoxy)ethane). Run at temperature 185 celsius. The product is N1(CCOCC1)C(=O)C1=CC=C2C3=C(NC2=C1)C(=NC(=C3)C3=CC=CC=C3)C(=O)OCC (ethyl 7-(morpholine-4-carbonyl)-3-phenyl-9H-pyrido[3,4-b]indole-1-carboxylate). RXN SMILES: [NH:1]1[C:9]2[C:4](=[CH:5][CH:6]=[C:7]([C:10]([N:12]3[CH2:17][CH2:16][O:15][CH2:14][CH2:13]3)=[O:11])[CH:8]=2)[CH:3]=[CH:2]1.[C:18]1([C:24]2[N:25]=[C:26]([C:30]([O:32][CH2:33][CH3:34])=[O:31])N=N[CH:29]=2)[CH:23]=[CH:22][CH:21]=[CH:20][CH:19]=1.COCCOCCOC>>[N:12]1([C:10]([C:7]2[CH:8]=[C:9]3[C:4]([C:3]4[CH:29]=[C:24]([C:18]5[CH:19]=[CH:20][CH:21]=[CH:22][CH:23]=5)[N:25]=[C:26]([C:30]([O:32][CH2:33][CH3:34])=[O:31])[C:2]=4[NH:1]3)=[CH:5][CH:6]=2)=[O:11])[CH2:17][CH2:16][O:15][CH2:14][CH2:13]1. Procedure details: (1H-Indol-6-yl)(morpholino)methanone (200 mg, 0.869 mmol), ethyl 5-phenyl-1,2,4-triazine-3-carboxylate (299 mg, 1.303 mmol) and 1-methoxy-2-(2-methoxyethoxy)ethane (556 μL, 3.91 mmol) were mixed in a sealed microwave vial. The mixture was heated in microwave at 185° C. for 8 hrs. The mixture was purified using preparative HPLC to give titled product. MS (ESI) m/z 430.09 (M+H)+. 1H NMR (DMSO-d6) δ ppm 11.82 (s, 1H), 9.13 (s, 1H), 8.47 (d, 1H, J=7.9), 8.27 (d, 2H, J=7.7), 7.81 (s, 1H), 7.56(t, 2H,... Procedure details: 4,5-dichloroimidazole (10.0 mmol, 1.370 g) and KOH (11.0 mmol, 0.617 g) were placed in a 50 mL round bottom flask with 10 mL acetonitrile. The mixture was brought to reflux (85° C.) and stirred 1 h until KOH was consumed. 2-Bromomethylnapthalene (10.00 mmol, 2.211 g) was added and the solution was stirred 2.5 hours. KBr was removed by vacuum filtration and benzyl bromide (10 mmol) was added to the filtrate. The mixture was stirred at reflux for 1.5 hours. The white precipitate was collected by f... The reactants are ClC=1N=CNC1Cl (4,5-dichloroimidazole), [OH-].[K+] (KOH), [K+].[Br-] (KBr), C(C1=CC=CC=C1)Br (benzyl bromide), BrCC1=CC2=CC=CC=C2C=C1 (2-Bromomethylnapthalene), [OH-].[K+] (KOH). Yields the product [Br-].C(C1=CC=CC=C1)C1=C(C(=CC2=CC=CC=C12)C)[N+]1=CNC(=C1Cl)Cl (1-benzyl-3-methylnaphthyl-4,5-dichloroimidazolium bromide). Run at temperature 85 celsius, time 2.5 hour. As a reaction SMILES: [Cl:1][C:2]1[N:3]=[CH:4][NH:5][C:6]=1[Cl:7].[OH-].[K+].[Br:10][CH2:11][C:12]1[CH:21]=[CH:20][C:19]2[C:14](=[CH:15][CH:16]=[CH:17][CH:18]=2)[CH:13]=1.[K+].[Br-].[CH2:24](Br)[C:25]1[CH:30]=[CH:29][CH:28]=[CH:27][CH:26]=1>C(#N)C>[Br-:10].[CH2:24]([C:20]1[C:19]2[C:14](=[CH:15][CH:16]=[CH:17][CH:18]=2)[CH:13]=[C:12]([CH3:11])[C:21]=1[N+:3]1[C:2]([Cl:1])=[C:6]([Cl:7])[NH:5][CH:4]=1)[C:25]1[CH:30]=[CH:29][CH:28]=[CH:27][CH:26]=1 |f:1.2,4.5,8.9|. The solvent is C(C)#N (acetonitrile).